From a dataset of the Open Reaction Database (ORD), a public repository of structured organic reaction records. describe an organic reaction: reactants, conditions, products, and yield Reactants: C1(=CC=CC=C1)B(O)O (Phenyl boronic acid), OC(C)(C)C(C)(C)O (pinacol). The solvent is C1(=CC=CC=C1)C (toluene). Run at temperature 60 celsius, time 2 hour. Yields the product C1(=CC=CC=C1)B1OC(C)(C)C(C)(C)O1 (phenylboronic acid pinacol ester), solid. Reaction SMILES: [C:1]1([B:7]([OH:9])[OH:8])[CH:6]=[CH:5][CH:4]=[CH:3][CH:2]=1.O[C:11]([C:14](O)([CH3:16])[CH3:15])([CH3:13])[CH3:12]>C1(C)C=CC=CC=1>[C:1]1([B:7]2[O:9][C:14]([CH3:16])([CH3:15])[C:11]([CH3:13])([CH3:12])[O:8]2)[CH:6]=[CH:5][CH:4]=[CH:3][CH:2]=1. Procedure details: Phenyl boronic acid (100 g, 0.82 mol, 1 equiv.) and pinacol (96.92 g, 0.82 mol, 1 equiv.) were dissolved in toluene (500 mL) at room temperature. The cloudy solution was then placed on to a rotary evaporator and stirred for 2 hours at 60° C. After this period the solid had dissolved, concurrent with the formation of water (ca. 29.5 mL) as a second layer. The water was then removed in a separating funnel and the crude reaction filtered through Celite. Evaporation of the solvent yielded a clear pa... Starting materials: C(C1=CC=CC=C1)OC1=CC=C(C(=N1)OC)F (6-benzyloxy-3-fluoro-2-methoxy-pyridine), C1CC(=O)N(C1=O)Br (NBS). The solvent is CN(C)C=O (DMF). Reaction conditions: time 2 hour. The product is C(C1=CC=CC=C1)OC1=C(C=C(C(=N1)OC)F)Br (6-benzyloxy-5-bromo-3-fluoro-2-methoxy-pyridine). Isolated yield 37.3%. RXN SMILES: [CH2:1]([O:8][C:9]1[N:14]=[C:13]([O:15][CH3:16])[C:12]([F:17])=[CH:11][CH:10]=1)[C:2]1[CH:7]=[CH:6][CH:5]=[CH:4][CH:3]=1.C1C(=O)N([Br:25])C(=O)C1>CN(C=O)C>[CH2:1]([O:8][C:9]1[N:14]=[C:13]([O:15][CH3:16])[C:12]([F:17])=[CH:11][C:10]=1[Br:25])[C:2]1[CH:3]=[CH:4][CH:5]=[CH:6][CH:7]=1. Reported procedure: step 3—A solution 142 (1 g, 4.29 mmol) in DMF (10 mL) was cooled in ice-bath and NBS (0.763 g, 4.29 mmol) was added. The colorless mixture was stirred for 2 h and then quenched with H2O. The mixture was extracted with EtOAc (2×50 mL). The combined extracts were washed sequentially with H2O and brine, dried (Na2SO4), filtered and concentrated in vacuo. The crude product was purified by SiO2 chromatography to afford 0.5 g of 6-benzyloxy-5-bromo-3-fluoro-2-methoxy-pyridine (144). The reactants are COC(=O)c1cc(Br)cc2[nH]ccc12, CC(=O)[O-], CC(=O)[O-], CCOC(C)=O, OB(O)C1CC1, [Cl-], ClCCCl, [Cu+2], [NH4+], [Na+], [Na+], O=C([O-])[O-], O, c1ccc(-c2ccccn2)nc1. Yields the product COC(=O)c1cc(Br)cc2c1ccn2C1CC1. As a reaction SMILES: [Br:1][c:2]1[cH:3][c:4]([C:11](=[O:12])[O:13][CH3:14])[c:5]2[cH:6][cH:7][nH:8][c:9]2[cH:10]1.[C:45]([O-:46])(=[O:47])[CH3:48].[C:50]([O-:51])(=[O:52])[CH3:53].[CH3:54][CH2:55][O:56][C:57](=[O:58])[CH3:59].[CH:15]1([B:18]([OH:19])[OH:20])[CH2:16][CH2:17]1.[Cl-:39].[Cl:41][CH2:42][CH2:43][Cl:44].[Cu+2:49].[NH4+:40].[Na+:21].[Na+:22].[O-:23][C:24](=[O:25])[O-:26].[OH2:60].[n:27]1[cH:28][cH:29][cH:30][cH:31][c:32]1-[c:33]1[cH:34][cH:35][cH:36][cH:37][n:38]1>>[Br:1][c:2]1[cH:3][c:4]([C:11](=[O:12])[O:13][CH3:14])[c:5]2[cH:6][cH:7][n:8]([CH:15]3[CH2:16][CH2:17]3)[c:9]2[cH:10]1. Starting materials: CN, [Cu], CC(=O)c1ccc(F)cc1Cl. Yields the product CNc1cc(F)ccc1C(C)=O. RXN SMILES: [CH3:12][NH2:13].[Cu:14].[F:1][c:2]1[cH:3][c:4]([Cl:11])[c:5]([C:8]([CH3:9])=[O:10])[cH:6][cH:7]1>>[F:1][c:2]1[cH:3][c:4]([NH:13][CH3:12])[c:5]([C:8]([CH3:9])=[O:10])[cH:6][cH:7]1. RXN SMILES: [CH2:39]1[O:40][CH2:41][CH2:42][CH2:43]1.[CH3:36][NH:37][CH3:38].[Cl:1][c:2]1[c:3]([C:4](=[O:5])[O:6][CH2:7][N:8]2[S:9](=[O:10])(=[O:11])[c:12]3[cH:13][c:14]([O:23][S:24]([C:25]([F:26])([F:27])[F:28])(=[O:29])=[O:30])[cH:15][c:16]([CH:20]([CH3:21])[CH3:22])[c:17]3[C:18]2=[O:19])[c:31]([Cl:35])[cH:32][cH:33][cH:34]1.[Na+:48].[O-:44][C:45]([OH:46])=[O:47]>>[Cl:1][c:2]1[c:3]([C:4](=[O:5])[O:6][CH2:7][N:8]2[S:9](=[O:10])(=[O:11])[c:12]3[cH:13][c:14]([N:37]([CH3:36])[CH3:38])[cH:15][c:16]([CH:20]([CH3:21])[CH3:22])[c:17]3[C:18]2=[O:19])[c:31]([Cl:35])[cH:32][cH:33][cH:34]1. Reactants: C1CCOC1, CNC, CC(C)c1cc(OS(=O)(=O)C(F)(F)F)cc2c1C(=O)N(COC(=O)c1c(Cl)cccc1Cl)S2(=O)=O, [Na+], O=C([O-])O. Product: CC(C)c1cc(N(C)C)cc2c1C(=O)N(COC(=O)c1c(Cl)cccc1Cl)S2(=O)=O. Starting materials: CC(=O)O, CCOC(C)=O, CC1(C)OB(c2cc3c(cc2-c2cnc(N)nc2)[nH]c2c(C(N)=O)cnc(NC(C4CC4)C(F)(F)F)c23)OC1(C)C, OO. The product is NC(=O)c1cnc(NC(C2CC2)C(F)(F)F)c2c1[nH]c1cc(-c3cnc(N)nc3)c(O)cc12. As a reaction SMILES: [C:44]([OH:45])(=[O:46])[CH3:47].[CH3:48][CH2:49][O:50][C:51]([CH3:52])=[O:53].[NH2:1][c:2]1[n:3][cH:4][c:5](-[c:8]2[c:9]([B:33]3[O:34][C:35]([CH3:36])([CH3:37])[C:38]([CH3:39])([CH3:40])[O:41]3)[cH:10][c:11]3[c:12]4[c:13]([nH:14][c:15]3[cH:16]2)[c:17]([C:30](=[O:31])[NH2:32])[cH:18][n:19][c:20]4[NH:21][CH:22]([C:23]([F:24])([F:25])[F:26])[CH:27]2[CH2:28][CH2:29]2)[cH:6][n:7]1.[OH:42][OH:43]>>[NH2:1][c:2]1[n:3][cH:4][c:5](-[c:8]2[c:9]([OH:42])[cH:10][c:11]3[c:12]4[c:13]([nH:14][c:15]3[cH:16]2)[c:17]([C:30](=[O:31])[NH2:32])[cH:18][n:19][c:20]4[NH:21][CH:22]([C:23]([F:24])([F:25])[F:26])[CH:27]2[CH2:28][CH2:29]2)[cH:6][n:7]1. The reactants are [H-].[Na+] (sodium hydride), ice, C(C)(=O)O (acetic acid), CC1=C(N=C(O1)C1=CC=CC=C1)CCO (2-(5-Methyl-2-phenyl-4-oxazolyl)ethanol), FC1=CC=C(C#N)C=C1 (4-fluorobenzonitrile). The solvent is oil, O1CCCC1 (tetrahydrofurane). Run at time 18 hour. The product is CC1=C(N=C(O1)C1=CC=CC=C1)CCOC1=CC=C(C#N)C=C1 (4-[2-(5-methyl-2-phenyl-4-oxazolyl)ethoxy]benzonitrile). The yield is 77.9%. As a reaction SMILES: [CH3:1][C:2]1[O:6][C:5]([C:7]2[CH:12]=[CH:11][CH:10]=[CH:9][CH:8]=2)=[N:4][C:3]=1[CH2:13][CH2:14][OH:15].F[C:17]1[CH:24]=[CH:23][C:20]([C:21]#[N:22])=[CH:19][CH:18]=1.[H-].[Na+].C(O)(=O)C>O1CCCC1>[CH3:1][C:2]1[O:6][C:5]([C:7]2[CH:12]=[CH:11][CH:10]=[CH:9][CH:8]=2)=[N:4][C:3]=1[CH2:13][CH2:14][O:15][C:17]1[CH:24]=[CH:23][C:20]([C:21]#[N:22])=[CH:19][CH:18]=1 |f:2.3|. Procedure details: 2-(5-Methyl-2-phenyl-4-oxazolyl)ethanol (6.0 g) and 4-fluorobenzonitrile (5.4 g) were dissolved in tetrahydrofurane (70 ml ), and 60% sodium hydride in oil (1.4 g) was added to the solution under ice-cooling with vigorous stirring. The reaction mixture was stirred at room temperature for 18 hours and poured into ice-cold water (0.5 l). The aqueous mixture was neutralized with acetic acid, and the crystals which separated out were collected by filtration to give 4-[2-(5-methyl-2-phenyl-4-oxazolyl... Starting materials: CN=C(NC#N)Oc1ccccc1, C1CN1, CC#N. Product: CN=C(NC#N)N1CC1. As a reaction SMILES: [C:1](#[N:2])[NH:3][C:4]([O:5][c:6]1[cH:7][cH:8][cH:9][cH:10][cH:11]1)=[N:12][CH3:13].[CH2:14]1[CH2:15][NH:16]1.[CH3:17][C:18]#[N:19]>>[C:1](#[N:2])[NH:3][C:4](=[N:12][CH3:13])[N:16]1[CH2:14][CH2:15]1.